This data is from the Open Reaction Database (ORD), a public repository of structured organic reaction records. The task is: describe an organic reaction: reactants, conditions, products, and yield Starting materials: BrCCO (2-bromoethanol), BrCCO (2-bromoethanol), C(CC)(=O)C=1C=NC2=C(C=CC=C2C1NC1=C(C=CC=C1)C)O (3-propanoyl-4-(2-methylphenylamino)-8-hydroxyquinoline), CC(C)([O-])C.[K+] (potassium t-butoxide). Run in COCCOCCOC (diglyme), COCCOCCOC (diglyme). Reaction conditions: time 2 hour. Product: C(CC)(=O)C=1C=NC2=C(C=CC=C2C1NC1=C(C=CC=C1)C)OCCO (3-propanoyl-4-(2-methylphenylamino)-8-(2-hydroxyethoxy)-quinoline). Isolated yield 13.7%. Reaction SMILES: [C:1]([C:5]1[CH:6]=[N:7][C:8]2[C:13]([C:14]=1[NH:15][C:16]1[CH:21]=[CH:20][CH:19]=[CH:18][C:17]=1[CH3:22])=[CH:12][CH:11]=[CH:10][C:9]=2[OH:23])(=[O:4])[CH2:2][CH3:3].[CH3:24][C:25](C)([O-:27])C.[K+].BrCCO>COCCOCCOC>[C:1]([C:5]1[CH:6]=[N:7][C:8]2[C:13]([C:14]=1[NH:15][C:16]1[CH:21]=[CH:20][CH:19]=[CH:18][C:17]=1[CH3:22])=[CH:12][CH:11]=[CH:10][C:9]=2[O:23][CH2:24][CH2:25][OH:27])(=[O:4])[CH2:2][CH3:3] |f:1.2|. Procedure: A solution of 3-propanoyl-4-(2-methylphenylamino)-8-hydroxyquinoline (3.06 g, 10 mmol) and potassium t-butoxide (1.68 g, 15 mmol) in diglyme (50 ml) was heated to 150°, a solution of 2-bromoethanol (0.85 ml, 12 mmol) in diglyme (25 ml) added dropwise, then the mixture raised to reflux temperature with vigorous stirring. After 1 hour a further portion of 2-bromoethanol (0.85 ml) was added, and reflux continued for 2 hours. The diglyme was evaporated, the residue taken up in dichloromethane, washe... Starting materials: [H-].[Na+] (Sodium hydride), C(C)(C)(C)OC(N[C@H]1[C@@H](CCCC1)NS(=O)(=O)CCCCCl)=O (trans-[2-(4-chloro-butane-1-sulfonylamino)-cyclohexyl]-carbamic acid tert-butyl ester), [I-].[Na+] (sodium iodide), [H-].[Na+] (sodium hydride). Run at time 24 hour. The product is O=S1(N(CCCC1)[C@H]1[C@@H](CCCC1)N)=O (trans-2-(1,1-Dioxo-[1,2]thiazinan-2-yl)-cyclohexylamine). As a reaction SMILES: [H-].[Na+].C(OC(=O)[NH:9][C@@H:10]1[CH2:15][CH2:14][CH2:13][CH2:12][C@H:11]1[NH:16][S:17]([CH2:20][CH2:21][CH2:22][CH2:23]Cl)(=[O:19])=[O:18])(C)(C)C.[I-].[Na+]>>[O:18]=[S:17]1(=[O:19])[CH2:20][CH2:21][CH2:22][CH2:23][N:16]1[C@@H:11]1[CH2:12][CH2:13][CH2:14][CH2:15][C@H:10]1[NH2:9] |f:0.1,3.4|. Procedure: Sodium hydride (60% dispersion in mineral oil, 15 mg, 0.38 mmol) was added at 0° C. to a solution of trans-[2-(4-chloro-butane-1-sulfonylamino)-cyclohexyl]-carbamic acid tert-butyl ester (125 mg, 0.34 mmol) and sodium iodide (51 mg, 0.34 mmol), and the reaction mixture was stirred at room temperature for 24 h, then another portion of sodium hydride (15 mg, 0.38 mmol) was added, and the reaction mixture was heated at 60° C. for 3 h. After cooling, the solution was partitioned between heptane/ethy... Starting materials: C([O-])([O-])=O.[K+].[K+] (potassium carbonate), [N+](=O)([O-])C1=CC(=CC=C1)[N+](=O)[O-] (m-dinitrobenzene), OC1=CC=C(C=C1)C(C(F)(F)F)(C(F)(F)F)C1=CC=C(C=C1)C (2-(4-hydroxyphenyl)-2-(4-methylphenyl)hexafluoropropane). Solvent: CN(C=O)C (dimethylformamide). The product is CC1=CC=C(C=C1)C(C(F)(F)F)(C(F)(F)F)C1=CC=C(C=C1)OC1=CC(=CC=C1)[N+](=O)[O-] (2-(4-methylphenyl)-2-[4-(3-nitrophenoxy)phenyl]hexafluoropropane). Reaction SMILES: [OH:1][C:2]1[CH:7]=[CH:6][C:5]([C:8]([C:17]2[CH:22]=[CH:21][C:20]([CH3:23])=[CH:19][CH:18]=2)([C:13]([F:16])([F:15])[F:14])[C:9]([F:12])([F:11])[F:10])=[CH:4][CH:3]=1.C(=O)([O-])[O-].[K+].[K+].[N+:30]([C:33]1[CH:38]=[CH:37][CH:36]=[C:35]([N+]([O-])=O)[CH:34]=1)([O-:32])=[O:31]>CN(C)C=O>[CH3:23][C:20]1[CH:19]=[CH:18][C:17]([C:8]([C:5]2[CH:6]=[CH:7][C:2]([O:1][C:35]3[CH:36]=[CH:37][CH:38]=[C:33]([N+:30]([O-:32])=[O:31])[CH:34]=3)=[CH:3][CH:4]=2)([C:9]([F:10])([F:11])[F:12])[C:13]([F:14])([F:15])[F:16])=[CH:22][CH:21]=1 |f:1.2.3|. Procedure details: 334 g (1 mol) of 2-(4-hydroxyphenyl)-2-(4-methylphenyl)hexafluoropropane were dissolved in 1.5 dm3 of dimethylformamide, 276 g of potassium carbonate and 170 g (1.01 mol) of m-dinitrobenzene were added, and the mixture was refluxed for 24 hours. The dimethylformamide was subsequently removed by distillation, and the residue was recrystallized from methanol. The reactants are 14.3, [Na+].C1(=CC=CC=C1)C(C)N1C=NC=C1C(=O)[O-] ((-)-1-(1-phenylethyl)-1H-imidazole-5-carboxylic acid sodium salt), suspension, [H-].[Na+] (sodium hydride), CN(P(N(C)C)(N(C)C)=O)C (hexamethylphosphoric triamide). The solvent is O (water). Conditions: temperature 100 celsius, time 20 hour. The product is C1(=CC=CC=C1)C(C)N1C=NC=C1C(=O)O ((±)-1-(1-phenylethyl)-1H-imidazole-5-carboxylic acid). RXN SMILES: [Na+].[C:2]1([CH:8]([N:10]2[C:14]([C:15]([O-:17])=[O:16])=[CH:13][N:12]=[CH:11]2)[CH3:9])[CH:7]=[CH:6][CH:5]=[CH:4][CH:3]=1.[H-].[Na+].CN(C)P(=O)(N(C)C)N(C)C>O>[C:2]1([CH:8]([N:10]2[C:14]([C:15]([OH:17])=[O:16])=[CH:13][N:12]=[CH:11]2)[CH3:9])[CH:7]=[CH:6][CH:5]=[CH:4][CH:3]=1 |f:0.1,2.3|. Reported procedure: A mixture of 14.3 parts of (-)-1-(1-phenylethyl)-1H-imidazole-5-carboxylic acid sodium salt, 1.9 parts of a 61.8% suspension of sodium hydride in mineral oil and 60 parts of hexamethylphosphoric triamide is stirred for 20 hours at 100° C. under Argon atmosphere. The mixture is allowed to cool to room temperature and poured onto 150 parts of water. The whole is washed three times with 200 parts of dichloromethane. The aqueous phase is neutralized (pH 7) with acetic acid and the product is allowed... Reactants: C1(=CC=CS1)C(=O)C1=CC=C(OC(C(=O)O)(C)C)C=C1 (2-[4-(2-Thenoyl)-phenoxy]-2-methyl-propionic acid), S1C(=CC=C1)C(=O)C1=CC=C(C=C1)O (2-thienyl(4-hydroxy-phenyl)ketone), S(O)(O)(=O)=O (sulfuric acid). Solvent: CO (methanol). The product is C1(=CC=CS1)C(=O)C1=CC=C(OC(C(=O)OC)(C)C)C=C1 (Methyl 2-[4-(2-thenoyl)-phenoxy]2-methyl-propionate). RXN SMILES: [C:1]1([C:6]([C:8]2[CH:20]=[CH:19][C:11]([O:12][C:13]([CH3:18])([CH3:17])[C:14]([OH:16])=[O:15])=[CH:10][CH:9]=2)=[O:7])[S:5][CH:4]=[CH:3][CH:2]=1.S1C=CC=[C:22]1C(C1C=CC(O)=CC=1)=O.S(=O)(=O)(O)O>CO>[C:1]1([C:6]([C:8]2[CH:20]=[CH:19][C:11]([O:12][C:13]([CH3:17])([CH3:18])[C:14]([O:16][CH3:22])=[O:15])=[CH:10][CH:9]=2)=[O:7])[S:5][CH:4]=[CH:3][CH:2]=1. Procedure details: 2-[4-(2-Thenoyl)-phenoxy]-2-methyl-propionic acid (M.p. 157° C.; 29 g; obtained according to the procedure described in Example 2 from 2-thienyl(4-hydroxy-phenyl)ketone) is dissolved in anhydrous methanol (300 ml), concentrated sulfuric acid (2 ml) is then added thereto and the mixture is heated for 6 hours at the reflux temperature. The solvent is then evaporated off under reduced pressure and the residue is dissolved in ethyl ether; the organic phase is washed with an aqueous sodium hydroxide ... Starting materials: P(Cl)(Cl)(Cl)(Cl)Cl (phosphorous pentachloride), C(N)(=N)NC(NCC(=O)O)=O (guanylureidoacetic acid). Solvent: C(Cl)Cl (methylene chloride). Conditions: temperature 10 celsius, time 8 hour. Product: Cl.C(N)(=N)NC(NCC(=O)Cl)=O (guanylureidoacetyl chloride Hydrochloride). RXN SMILES: P(Cl)(Cl)(Cl)(Cl)[Cl:2].[C:7]([NH:10][C:11](=[O:17])[NH:12][CH2:13][C:14](O)=[O:15])(=[NH:9])[NH2:8]>C(Cl)Cl>[ClH:2].[C:7]([NH:10][C:11](=[O:17])[NH:12][CH2:13][C:14]([Cl:2])=[O:15])(=[NH:9])[NH2:8] |f:3.4|. Reported procedure: To 1 gal. of methylene chloride under a nitrogen atmosphere is added 229.06 g. (1.1 moles) of phosphorous pentachloride, and the resulting solution cooled to 10° C. While maintaining the temperature at 10° C., 160.13 g. (1 mole) of guanylureidoacetic acid is added portionwise, and the resulting reaction mixture allowed to stir at room temperature overnight. The product is filtered, washed with dry methylene chloride and used immediately in subsequent reactions without further purification. The reactants are B(F)(F)F.CCOCC (boron trifluoride etherate), NC=1C=NC2=CC=C(C=C2C1)OC (3-amino-6-methoxyquinoline), ClC1=C(C=CC=C1)Cl (1,2-dichlorobenzene), C(C)(C)(C)ON=O (t-butylnitrite). Solvent: ClCCl (dichloromethane), ClCCl (dichloromethane), ClCCl (dichloromethane), ClCCl (dichloromethane), CCCCCC.C(C)(=O)OCC (hexane ethyl acetate). Conditions: temperature 73 celsius, time 15 minute. Product: FC=1C=NC2=CC=C(C=C2C1)OC (3-fluoro-6-methoxyquinoline). RXN SMILES: B(F)(F)[F:2].CCOCC.N[C:11]1[CH:12]=[N:13][C:14]2[C:19]([CH:20]=1)=[CH:18][C:17]([O:21][CH3:22])=[CH:16][CH:15]=2.C(ON=O)(C)(C)C.ClC1C=CC=CC=1Cl>ClCCl.CCCCCC.C(OCC)(=O)C>[F:2][C:11]1[CH:12]=[N:13][C:14]2[C:19]([CH:20]=1)=[CH:18][C:17]([O:21][CH3:22])=[CH:16][CH:15]=2 |f:0.1,6.7|. Reported procedure: To boron trifluoride etherate (1.29 g) at −12° C. under an atmosphere of nitrogen was added with stirring a solution of 3-amino-6-methoxyquinoline (1.05 g) in dry dichloromethane (15 ml). The yellow suspension was stirred for 15 minutes then a solution of t-butylnitrite (0.74 g) in dichloromethane (5 ml) was added dropwise. The mixture was stirred for 2 hours at 0° C. then 1,2-dichlorobenzene was added and the mixture gradually heated to 73° C., allowing the dichloromethane to distil out from th... Reactants: [BH3-]C#N, C=O, CCOC(=O)c1oc2ccc(OCC3CN(C(=O)OC(C)(C)C)CCO3)cc2c1C, Cl, [Na+], C1COCCO1, O. The product is CCOC(=O)c1oc2ccc(OCC3CN(C)CCO3)cc2c1C. RXN SMILES: [C:34]([BH3-:35])#[N:36].[CH2:31]=[O:32].[CH3:1][c:2]1[c:3]([C:26](=[O:27])[O:28][CH2:29][CH3:30])[o:4][c:5]2[c:6]1[cH:7][c:8]([O:11][CH2:12][CH:13]1[O:14][CH2:15][CH2:16][N:17]([C:19]([O:20][C:21]([CH3:22])([CH3:23])[CH3:24])=[O:25])[CH2:18]1)[cH:9][cH:10]2.[ClH:38].[Na+:37].[O:39]1[CH2:40][CH2:41][O:42][CH2:43][CH2:44]1.[OH2:33]>>[CH3:1][c:2]1[c:3]([C:26](=[O:27])[O:28][CH2:29][CH3:30])[o:4][c:5]2[c:6]1[cH:7][c:8]([O:11][CH2:12][CH:13]1[O:14][CH2:15][CH2:16][N:17]([CH3:19])[CH2:18]1)[cH:9][cH:10]2. As a reaction SMILES: [C:1]([C:4]1[CH:9]=[CH:8][CH:7]=[CH:6][N:5]=1)(=O)[CH3:2].[NH2:10][C:11]1[CH:16]=[C:15]([N+:17]([O-:19])=[O:18])[CH:14]=[CH:13][C:12]=1[OH:20]>>[N:5]1[CH:6]=[CH:7][CH:8]=[CH:9][C:4]=1[CH2:1][CH2:2][N:10]=[C:11]1[CH:16]=[C:15]([N+:17]([O-:19])=[O:18])[CH:14]=[CH:13][CH:12]1[OH:20]. The yield is 30.0%. The product is N1=C(C=CC=C1)CCN=C1C(C=CC(=C1)[N+](=O)[O-])O (2-[(2-pyridyl)-ethylimino]-4-nitrophenol). Reactants: C(C)(=O)C1=NC=CC=C1 (2-acetylpyridine), NC1=C(C=CC(=C1)[N+](=O)[O-])O (2-amino-4-nitrophenol), ligand. Reported procedure: Ligand L28 was prepared following the same procedure as that used to prepare ligand L27 except that 300 μL (2 mmol) of 2-acetylpyridine were used as reagent 1 and 321 mg (2 mmol) of 2-amino-4-nitrophenol as reagent 2. 156 mg of ligand L28 were obtained as dark yellow solid with a yield of 30%.